From a dataset of the Open Reaction Database (ORD), a public repository of structured organic reaction records. describe an organic reaction: reactants, conditions, products, and yield The reactants are O=C(O)C1CC1, [Cl-], CCOC(=N)N1Cc2ccccc2-c2ccccc2C1. Yields the product CCOC(=NC(=O)C1CC1)N1Cc2ccccc2-c2ccccc2C1. RXN SMILES: [CH:22]1([C:25](=[O:26])[OH:27])[CH2:23][CH2:24]1.[Cl-:21].[cH:1]1[cH:2][cH:3][cH:4][c:5]2[c:11]1-[c:10]1[c:9]([cH:15][cH:14][cH:13][cH:12]1)[CH2:8][N:7]([C:16]([O:17][CH2:18][CH3:19])=[NH:20])[CH2:6]2>>[cH:1]1[cH:2][cH:3][cH:4][c:5]2[c:11]1-[c:10]1[c:9]([cH:15][cH:14][cH:13][cH:12]1)[CH2:8][N:7]([C:16]([O:17][CH2:18][CH3:19])=[N:20][C:25]([CH:22]1[CH2:23][CH2:24]1)=[O:26])[CH2:6]2. Starting materials: crude product, Cl.CNCCN (N-methyl-ethylenediamine monohydrochloride), [OH-].[Na+] (NaOH), C(C(=C)C)(=O)Cl (methacryloyl chloride). Run in C(Cl)(Cl)Cl (chloroform), C(Cl)(Cl)Cl (chloroform). Reaction conditions: temperature 0 celsius, time 1 hour. Yields the product C(C(=C)C)(=O)NCCN (N′-methacryloyl-ethylenediamine). The yield is 127.2%. As a reaction SMILES: Cl.C[NH:3][CH2:4][CH2:5][NH2:6].[OH-].[Na+].[C:9](Cl)(=[O:13])[C:10]([CH3:12])=[CH2:11]>C(Cl)(Cl)Cl>[C:9]([NH:3][CH2:4][CH2:5][NH2:6])(=[O:13])[C:10]([CH3:12])=[CH2:11] |f:0.1,2.3|. Procedure details: The intermediate N-t-BOC, N-methyl-ethylenediamine monohydrochloride prepared in example 5 (10 mmol, 2.1 g) was stirred with 2M NaOH (11 cm3) at room temperature for 10 min. The solution was then cooled to 0° C., and to this, was added a solution of methacryloyl chloride (11 mmol, 1.1 cm3) in chloroform (30 cm3), dropwise. After the addition was complete, the reaction mixture was stirred at 0° C. for a further 1 h. The organic and aqueous phases were then separated, and the aqueous phase extract... Reactants: BrCC1=C(C=C(C=C1)OC)C(F)(F)F (1-bromomethyl-4-methoxy-2-trifluoromethyl-benzene), N1N=CC2=CC(=CC=C12)C=O (1H-indazole-5-carbaldehyde). Product: COC1=CC(=C(CN2N=CC3=CC(=CC=C23)C=O)C=C1)C(F)(F)F (1-(4-Methoxy-2-trifluoromethyl-benzyl)-1H-indazole-5-carbaldehyde). As a reaction SMILES: Br[CH2:2][C:3]1[CH:8]=[CH:7][C:6]([O:9][CH3:10])=[CH:5][C:4]=1[C:11]([F:14])([F:13])[F:12].[NH:15]1[C:23]2[C:18](=[CH:19][C:20]([CH:24]=[O:25])=[CH:21][CH:22]=2)[CH:17]=[N:16]1>>[CH3:10][O:9][C:6]1[CH:7]=[CH:8][C:3]([CH2:2][N:15]2[C:23]3[C:18](=[CH:19][C:20]([CH:24]=[O:25])=[CH:21][CH:22]=3)[CH:17]=[N:16]2)=[C:4]([C:11]([F:14])([F:13])[F:12])[CH:5]=1. Procedure: 1-(4-Methoxy-2-trifluoromethyl-benzyl)-1H-indazole-5-carbaldehyde was prepared from 1-bromomethyl-4-methoxy-2-trifluoromethyl-benzene and 1H-indazole-5-carbaldehyde following General Procedure A. The reactants are C(C)(=O)O[C@H]1[C@@H](O[C@@H]([C@H]([C@@H]1OC(C)=O)OC(C)=O)COC(C)=O)OC1=NNC(=C1CC1=CC=C(C=C1)OCC(C)(C)C(=O)OCC1=CC=CC=C1)C(C)C (3-(2,3,4,6-Tetra-O-acetyl-β-D-glucopyranosyloxy)-4-{[4-(2-benzyloxycarbonyl-2-methylpropoxy)phenyl]methyl}-5-isopropy-1H-pyrazole). The reagents and catalysts are [C].[Pd] (palladium-carbon). Solvent: CO (methanol). Run at time 8 hour. Product: C(C)(=O)O[C@H]1[C@@H](O[C@@H]([C@H]([C@@H]1OC(C)=O)OC(C)=O)COC(C)=O)OC1=NNC(=C1CC1=CC=C(C=C1)OCC(C)(C)C(=O)O)C(C)C (3-(2,3,4,6-Tetra-O-acetyl-β-D-glucopyranosyloxy)-4-{[4-(2-carboxy-2-methylpropoxy)phenyl]methyl}-5-isopropyl-1H-pyrazole). The yield is 101.4%. RXN SMILES: [C:1]([O:4][C@@H:5]1[C@@H:10]([O:11][C:12](=[O:14])[CH3:13])[C@H:9]([O:15][C:16](=[O:18])[CH3:17])[C@@H:8]([CH2:19][O:20][C:21](=[O:23])[CH3:22])[O:7][C@H:6]1[O:24][C:25]1[C:29]([CH2:30][C:31]2[CH:36]=[CH:35][C:34]([O:37][CH2:38][C:39]([C:42]([O:44]CC3C=CC=CC=3)=[O:43])([CH3:41])[CH3:40])=[CH:33][CH:32]=2)=[C:28]([CH:52]([CH3:54])[CH3:53])[NH:27][N:26]=1)(=[O:3])[CH3:2]>CO.[C].[Pd]>[C:1]([O:4][C@@H:5]1[C@@H:10]([O:11][C:12](=[O:14])[CH3:13])[C@H:9]([O:15][C:16](=[O:18])[CH3:17])[C@@H:8]([CH2:19][O:20][C:21](=[O:23])[CH3:22])[O:7][C@H:6]1[O:24][C:25]1[C:29]([CH2:30][C:31]2[CH:32]=[CH:33][C:34]([O:37][CH2:38][C:39]([C:42]([OH:44])=[O:43])([CH3:41])[CH3:40])=[CH:35][CH:36]=2)=[C:28]([CH:52]([CH3:54])[CH3:53])[NH:27][N:26]=1)(=[O:3])[CH3:2] |f:2.3|. Procedure: 3-(2,3,4,6-Tetra-O-acetyl-β-D-glucopyranosyloxy)-4-{[4-(2-benzyloxycarbonyl-2-methylpropoxy)phenyl]methyl}-5-isopropy-1H-pyrazole (0.28 g) was dissolved in methanol (6 mL). To the solution was added 10% palladium-carbon powder (54 mg), and the mixture was stirred at room temperature under a hydrogen atmosphere overnight. The insoluble material was removed by filtration, and the solvent of the filtrate was removed under reduced pressure to give the title compound (0.25 g).